From a dataset of the Open Reaction Database (ORD), a public repository of structured organic reaction records. describe an organic reaction: reactants, conditions, products, and yield Starting materials: CN1N=C(N=C1C)C1=CC=2N(C=C1)C=C(N2)NC(=O)NCC (1-[7-(1,5-dimethyl-1H-[1,2,4]triazol-3-yl)-imidazo[1,2-a]pyridin-2-yl]-3-ethyl-urea), N1=CN=CC(=C1)B(O)O (pyrimidine-5-boronic acid), C([O-])([O-])=O.[Na+].[Na+] (sodium carbonate), ClCCl (dichloromethane). Run in C(OC)COC.O.C(C)O (dimethoxyethane water ethanol), C(C)(=O)O (acetic acid). Run at temperature 80 celsius. Yields the product C(C)NC(=O)NC=1N=C2N(C=CC(=C2)C=2NN=C(N2)C)C1 (1-ethyl-3-[7-(5-methyl-2H-[1,2,4]triazol-3-yl)-imidazo[1,2-a]pyridin-2-yl]-urea). As a reaction SMILES: C[N:2]1[C:6]([CH3:7])=[N:5][C:4]([C:8]2[CH:13]=[CH:12][N:11]3[CH:14]=[C:15]([NH:17][C:18]([NH:20][CH2:21][CH3:22])=[O:19])[N:16]=[C:10]3[CH:9]=2)=[N:3]1.N1C=C(B(O)O)C=NC=1.C(=O)([O-])[O-].[Na+].[Na+].ClCCl>C(COC)OC.O.C(O)C.C(O)(=O)C>[CH2:21]([NH:20][C:18]([NH:17][C:15]1[N:16]=[C:10]2[CH:9]=[C:8]([C:4]3[NH:3][N:2]=[C:6]([CH3:7])[N:5]=3)[CH:13]=[CH:12][N:11]2[CH:14]=1)=[O:19])[CH3:22] |f:2.3.4,6.7.8|. Procedure details: A suspension of 5 (0.76 mmol), pyrimidine-5-boronic acid (0.105 g, 0.85 mmol), sodium carbonate (0.292 g, 2.75 mmol), and [1,1′-Bis(diphenylphosphino)ferrocene]dichloropalladium(II) complex with dichloromethane (0.007 g, 8.6 μmol) in 6 mL of 7:3:2 dimethoxyethane/water/ethanol was heated for 30 minutes at 80° C. in a CEM microwave reactor. The reaction was acidified with 2 mL glacial acetic acid and evaporated in vacuo. The residue was purified by silica gel chromatography (gradient elution 0-50... Reactants: Cc1cc(C)cc(C=C(C(=O)O)c2ccc(O)cc2)c1, O=Cc1ccc(F)cc1, [H-], [Na+], CN(C)C=O, O=C(O)CC(O)(CC(=O)O)C(=O)O. The product is Cc1cc(C)cc(C=C(C(=O)O)c2ccc(Oc3ccc(C=O)cc3)cc2)c1. RXN SMILES: [CH3:1][c:2]1[cH:3][c:4]([CH:9]=[C:10]([C:11](=[O:12])[OH:13])[c:14]2[cH:15][cH:16][c:17]([OH:20])[cH:18][cH:19]2)[cH:5][c:6]([CH3:8])[cH:7]1.[F:23][c:24]1[cH:25][cH:26][c:27]([CH:28]=[O:29])[cH:30][cH:31]1.[H-:21].[Na+:22].[O:45]=[CH:46][N:47]([CH3:48])[CH3:49].[OH:32][C:33]([CH2:34][C:35]([C:36](=[O:37])[OH:38])([CH2:39][C:40](=[O:41])[OH:42])[OH:43])=[O:44]>>[CH3:1][c:2]1[cH:3][c:4]([CH:9]=[C:10]([C:11](=[O:12])[OH:13])[c:14]2[cH:15][cH:16][c:17]([O:20][c:24]3[cH:25][cH:26][c:27]([CH:28]=[O:29])[cH:30][cH:31]3)[cH:18][cH:19]2)[cH:5][c:6]([CH3:8])[cH:7]1. Reactants: N1C=C(C2=CC=CC=C12)C(=O)O (indole-3-carboxylic acid), C(=O)(N1C=NC=C1)N1C=NC=C1 (1,1'-carbonyldiimidazole), N12CCCC(CCC1)(C2)CO (1-azabicyclo[3.3.1]nonane-5-methanol), C(CCC)[Li].CCCCCC (n-butyllithium hexane). Solvent: O1CCCC1 (tetrahydrofuran), O1CCCC1 (tetrahydrofuran). Conditions: time 1 hour. The product is N12CCCC(CCC1)(C2)COC(=O)C2=CNC1=CC=CC=C21 (1H-Indole-3-carboxylic acid 1-azabicyclo[3.3.1]non-5-ylmethyl ester). Yield: 60.0%. As a reaction SMILES: [NH:1]1[C:9]2[C:4](=[CH:5][CH:6]=[CH:7][CH:8]=2)[C:3]([C:10]([OH:12])=[O:11])=[CH:2]1.C(N1C=CN=C1)(N1C=CN=C1)=O.[N:25]12[CH2:33][C:29]([CH2:34]O)([CH2:30][CH2:31][CH2:32]1)[CH2:28][CH2:27][CH2:26]2.C([Li])CCC.CCCCCC>O1CCCC1>[N:25]12[CH2:33][C:29]([CH2:34][O:11][C:10]([C:3]3[C:4]4[C:9](=[CH:8][CH:7]=[CH:6][CH:5]=4)[NH:1][CH:2]=3)=[O:12])([CH2:30][CH2:31][CH2:32]1)[CH2:28][CH2:27][CH2:26]2 |f:3.4|. Reported procedure: A solution of indole-3-carboxylic acid (1.62 g, 10 mmol) in anhydrous tetrahydrofuran (10 mL) under nitrogen was treated with 1,1'-carbonyldiimidazole (1.70 g, 10.5 mmol), stirred for one hour, and degassed with a stream of nitrogen for 10 minutes giving a suspension. Meanwhile, a cooled (-10° C.) solution of 1-azabicyclo[3.3.1]nonane-5-methanol (1.71 g, 11 mmol) in anhydrous tetrahydrofuran (10 mL) under nitrogen was treated (via syringe) with 2.5N n-butyllithium/hexane (10.7 mmol), stirred for... Starting materials: CC(C)O (IPA), ClC1=NC(=NC=C1)C1=CN(C2=CC=C(C=C12)C1=NN=C(O1)NC(C)C)S(=O)(=O)C1=CC=C(C)C=C1 (5-(3-(4-chloropyrimidin-2-yl)-1-tosyl-1H-indol-5-yl)-N-isopropyl-1,3,4-oxadiazol-2-amine), [H-].[Na+] (NaH). Reaction conditions: temperature 100 celsius. The product is C(C)(C)OC1=NC(=NC=C1)C1=CNC2=CC=C(C=C12)C1=NN=C(O1)NC(C)C (5-(3-(4-isopropoxypyrimidin-2-yl)-1H-indol-5-yl)-N-isopropyl-1,3,4-oxadiazol-2-amine). Yield: 10.2%. RXN SMILES: [CH3:1][CH:2]([OH:4])[CH3:3].Cl[C:6]1[CH:11]=[CH:10][N:9]=[C:8]([C:12]2[C:20]3[C:15](=[CH:16][CH:17]=[C:18]([C:21]4[O:25][C:24]([NH:26][CH:27]([CH3:29])[CH3:28])=[N:23][N:22]=4)[CH:19]=3)[N:14](S(C3C=CC(C)=CC=3)(=O)=O)[CH:13]=2)[N:7]=1.[H-].[Na+]>>[CH:2]([O:4][C:10]1[CH:11]=[CH:6][N:7]=[C:8]([C:12]2[C:20]3[C:15](=[CH:16][CH:17]=[C:18]([C:21]4[O:25][C:24]([NH:26][CH:27]([CH3:29])[CH3:28])=[N:23][N:22]=4)[CH:19]=3)[NH:14][CH:13]=2)[N:9]=1)([CH3:3])[CH3:1] |f:2.3|. Procedure details: A glass microwave reaction vessel was charged with IPA (1 mL, 13.06 mmol) and 5-(3-(4-chloropyrimidin-2-yl)-1-tosyl-1H-indol-5-yl)-N-isopropyl-1,3,4-oxadiazol-2-amine (80 mg, 0.157 mmol), followed by the addition of 60% of NaH in mineral oil (15.72 mg, 0.393 mmol, Aldrich). The reaction was stirred and heated in a Initiator microwave reactor at 100° C. for 30 min, then the solvent was removed. The residue was purified with RP-HPLC (eluent: 10-50% MeCN in water with 0.1% TFA). The fractions conta... The reactants are COc1cc2c(cc1OC)C(N(CC(=O)OC(C)(C)C)C(=O)C(C)N)CC2, CC(=O)[O-], CCO, [Na+], CCOC(=O)C(=O)CCc1ccccc1. The product is CCOC(=O)C(CCc1ccccc1)NC(C)C(=O)N(CC(=O)OC(C)(C)C)C1CCc2cc(OC)c(OC)cc21. Reaction SMILES: [C:1]([CH3:2])([CH3:3])([CH3:4])[O:5][C:6]([CH2:7][N:8]([CH:9]1[CH2:10][CH2:11][c:12]2[cH:13][c:14]([O:20][CH3:21])[c:15]([O:18][CH3:19])[cH:16][c:17]21)[C:22]([CH:23]([NH2:24])[CH3:25])=[O:26])=[O:27].[CH3:29][C:30](=[O:31])[O-:32].[CH3:48][CH2:49][OH:50].[Na+:28].[O:33]=[C:34]([C:35](=[O:36])[O:37][CH2:38][CH3:39])[CH2:40][CH2:41][c:42]1[cH:43][cH:44][cH:45][cH:46][cH:47]1>>[C:1]([CH3:2])([CH3:3])([CH3:4])[O:5][C:6]([CH2:7][N:8]([CH:9]1[CH2:10][CH2:11][c:12]2[cH:13][c:14]([O:20][CH3:21])[c:15]([O:18][CH3:19])[cH:16][c:17]21)[C:22]([CH:23]([NH:24][CH:34]([C:35](=[O:36])[O:37][CH2:38][CH3:39])[CH2:40][CH2:41][c:42]1[cH:43][cH:44][cH:45][cH:46][cH:47]1)[CH3:25])=[O:26])=[O:27]. As a reaction SMILES: [F:1][C:2]1[CH:12]=[CH:11][C:5]([O:6][CH:7]2[CH2:10][NH:9][CH2:8]2)=[CH:4][CH:3]=1.Cl[C:14]1[N:22]=[CH:21][C:20]([C:23]([F:26])([F:25])[F:24])=[CH:19][C:15]=1[C:16]([OH:18])=[O:17]>>[F:1][C:2]1[CH:12]=[CH:11][C:5]([O:6][CH:7]2[CH2:8][N:9]([C:14]3[N:22]=[CH:21][C:20]([C:23]([F:26])([F:24])[F:25])=[CH:19][C:15]=3[C:16]([OH:18])=[O:17])[CH2:10]2)=[CH:4][CH:3]=1. Yields the product FC1=CC=C(OC2CN(C2)C2=C(C(=O)O)C=C(C=N2)C(F)(F)F)C=C1 (2-(3-(4-fluorophenoxy)azetidin-1-yl)-5-(trifluoromethyl)nicotinic acid). Procedure: The title compound (D122) (180 mg) was prepared according to the experimental procedure described in Description 121 starting from 3-(4-fluorophenoxy)azetidine) (D49) (177.89 mg, 1.064 mmol) and 2-chloro-5-(trifluoromethyl)nicotinic acid (200 mg, 0.886 mmol) Reactants: FC1=CC=C(OC2CNC2)C=C1 (3-(4-fluorophenoxy)azetidine), FC1=CC=C(OC2CNC2)C=C1 (3-(4-fluorophenoxy)azetidine), ClC1=C(C(=O)O)C=C(C=N1)C(F)(F)F (2-chloro-5-(trifluoromethyl)nicotinic acid).